From a dataset of the Open Reaction Database (ORD), a public repository of structured organic reaction records. describe an organic reaction: reactants, conditions, products, and yield Reactants: CC(NC(=O)OC(C)(C)C)C(=O)O, O=C([O-])O, ClCCCl, ClCCl, Cl, COCCN(CCN1CCC(C(=O)c2ccc(F)cc2)CC1)C(=O)c1ccc(CN)cc1, [Na+], O. Product: COCCN(CCN1CCC(C(=O)c2ccc(F)cc2)CC1)C(=O)c1ccc(CNC(=O)C(C)NC(=O)OC(C)(C)C)cc1. Reaction SMILES: [C:33](=[O:34])([O:35][C:36]([CH3:37])([CH3:38])[CH3:39])[NH:40][CH:41]([CH3:42])[C:43](=[O:44])[OH:45].[C:51](=[O:52])([OH:53])[O-:54].[CH2:46]([Cl:47])[CH2:48][Cl:49].[CH2:56]([Cl:57])[Cl:58].[ClH:50].[NH2:1][CH2:2][c:3]1[cH:4][cH:5][c:6]([C:7](=[O:8])[N:9]([CH2:10][CH2:11][O:12][CH3:13])[CH2:14][CH2:15][N:16]2[CH2:17][CH2:18][CH:19]([C:22]([c:23]3[cH:24][cH:25][c:26]([F:29])[cH:27][cH:28]3)=[O:30])[CH2:20][CH2:21]2)[cH:31][cH:32]1.[Na+:55].[OH2:59]>>[NH:1]([CH2:2][c:3]1[cH:4][cH:5][c:6]([C:7](=[O:8])[N:9]([CH2:10][CH2:11][O:12][CH3:13])[CH2:14][CH2:15][N:16]2[CH2:17][CH2:18][CH:19]([C:22]([c:23]3[cH:24][cH:25][c:26]([F:29])[cH:27][cH:28]3)=[O:30])[CH2:20][CH2:21]2)[cH:31][cH:32]1)[C:43]([CH:41]([NH:40][C:33](=[O:34])[O:35][C:36]([CH3:37])([CH3:38])[CH3:39])[CH3:42])=[O:44]. Starting materials: CCCN(CCC)C(OC(C)(C)C)N(CCC)CCC, Cc1ccc([N+](=O)[O-])c2[nH]ncc12, C1CCOC1. Yields the product CCCN(C=Cc1ccc([N+](=O)[O-])c2[nH]ncc12)CCC. Reaction SMILES: [C:14]([O:15][CH:19]([N:16]([CH2:17][CH2:18][CH3:27])[CH2:28][CH2:29][CH3:30])[N:20]([CH2:21][CH2:22][CH3:23])[CH2:24][CH2:25][CH3:26])([CH3:31])([CH3:32])[CH3:33].[CH3:1][c:2]1[c:3]2[cH:4][n:5][nH:6][c:7]2[c:8]([N+:11](=[O:12])[O-:13])[cH:9][cH:10]1.[O:34]1[CH2:35][CH2:36][CH2:37][CH2:38]1>>[CH:1]([c:2]1[c:3]2[cH:4][n:5][nH:6][c:7]2[c:8]([N+:11](=[O:12])[O-:13])[cH:9][cH:10]1)=[CH:19][N:20]([CH2:21][CH2:22][CH3:23])[CH2:24][CH2:25][CH3:26]. Starting materials: C(C)(C)(C)OC(NC1=C(C=C(C=C1)N1C=CC=C1)NC(CC(C1=CC(=CC=C1)C1=NC=CN=C1)=O)=O)=O ({2-[3-oxo-3-(3-pyrazin-2-yl-phenyl)-propionylamino]-4-pyrrol-1-yl-phenyl}-carbamic acid tert-butyl ester), C(=O)(C(F)(F)F)O (TFA). Run in C(Cl)Cl (CH2Cl2). The product is N1=C(C=NC=C1)C=1C=C(C=CC1)C1=NC2=C(NC(C1)=O)C=C(C=C2)N2C=CC=C2 (4-(3-Pyrazin-2-yl-phenyl)-8-pyrrol-1-yl-1,3-dihydro-benzo[b][1,4]diazepin-2-one), solid. Yield: 60.0%. As a reaction SMILES: C(OC(=O)[NH:7][C:8]1[CH:13]=[CH:12][C:11]([N:14]2[CH:18]=[CH:17][CH:16]=[CH:15]2)=[CH:10][C:9]=1[NH:19][C:20](=[O:36])[CH2:21][C:22](=O)[C:23]1[CH:28]=[CH:27][CH:26]=[C:25]([C:29]2[CH:34]=[N:33][CH:32]=[CH:31][N:30]=2)[CH:24]=1)(C)(C)C.C(O)(C(F)(F)F)=O>C(Cl)Cl>[N:30]1[CH:31]=[CH:32][N:33]=[CH:34][C:29]=1[C:25]1[CH:24]=[C:23]([C:22]2[CH2:21][C:20](=[O:36])[NH:19][C:9]3[CH:10]=[C:11]([N:14]4[CH:18]=[CH:17][CH:16]=[CH:15]4)[CH:12]=[CH:13][C:8]=3[N:7]=2)[CH:28]=[CH:27][CH:26]=1. Reported procedure: The title compound was prepared from {2-[3-oxo-3-(3-pyrazin-2-yl-phenyl)-propionylamino]-4-pyrrol-1-yl-phenyl}-carbamic acid tert-butyl ester (Example M100) (0.37 g, 0.74 mmol) by treatment with TFA in CH2Cl2 according to the general procedure N. Obtained as a light brown solid (170 mg, 60%). Reactants: NC1=NNC=N1 (3-amino-1,2,4-triazole), COC(C1=CC(=CC=C1)CBr)=O (methyl-3-(bromomethyl)benzoate). Yields the product COC(C1=CC(=CC=C1)CN1N=C(N=C1)N)=O (3-(3-Amino-[1,2,4]triazol-1-ylmethyl)-benzoic acid methyl ester), solid. Yield: 8.0%. As a reaction SMILES: [NH2:1][C:2]1[N:6]=[CH:5][NH:4][N:3]=1.[CH3:7][O:8][C:9](=[O:18])[C:10]1[CH:15]=[CH:14][CH:13]=[C:12]([CH2:16]Br)[CH:11]=1>>[CH3:7][O:8][C:9](=[O:18])[C:10]1[CH:15]=[CH:14][CH:13]=[C:12]([CH2:16][N:4]2[CH:5]=[N:6][C:2]([NH2:1])=[N:3]2)[CH:11]=1. Reported procedure: Prepared in analogy to example 3a) starting with 3-amino-1,2,4-triazole and methyl-3-(bromomethyl)benzoate. The title compound was obtained as a colorless solid (Yield=8%). MS ISP (m/e): 233.1 (100) [(M+H)+]. Reactants: [H-].C(C(C)C)[Al+]CC(C)C (Diisobutylaluminum hydride), hexanes, BrC=1C=C(C(=O)OC)C=C(C1)CN(C)C (Methyl 3-bromo-5-[(dimethylamino)methyl]benzoate). Solvent: O1CCCC1 (tetrahydrofuran). Conditions: time 2 hour. The product is BrC=1C=C(C=C(C1)CN(C)C)CO ({3-Bromo-5-[(dimethylamino)methyl]phenyl}methanol). Yield: 93.3%. Reaction SMILES: [H-].C([Al+]CC(C)C)C(C)C.[Br:11][C:12]1[CH:13]=[C:14]([CH:19]=[C:20]([CH2:22][N:23]([CH3:25])[CH3:24])[CH:21]=1)[C:15](OC)=[O:16]>O1CCCC1>[Br:11][C:12]1[CH:13]=[C:14]([CH2:15][OH:16])[CH:19]=[C:20]([CH2:22][N:23]([CH3:24])[CH3:25])[CH:21]=1 |f:0.1|. Procedure: 1.0M Diisobutylaluminum hydride in hexanes (6.2 mL, 6.2 mmol) was added dropwise to a solution of methyl 3-bromo-5-[(dimethylamino)methyl]benzoate (0.50 g, 1.8 mmol, from Step A) in tetrahydrofuran (10 mL) at −78° C. After stirring for 2 hours, the mixture was quenched with saturated potassium sodium tartrate solution and was allowed to warm to room temperature. Ethyl acetate was added and the mixture was then stirred until a biphasic solution formed. The ethyl acetate layer was washed with wate... The reactants are COc1ccc(CCCCCCCCOc2ccc(CO)nc2Br)cc1, C=CC(=O)OC(C)(C)C, CCCC[N+](CCCC)(CCCC)CCCC, CC(=O)[O-], ClCCl, [I-], [K+], CN(C)C=O, O. As a reaction SMILES: [Br:1][c:2]1[n:3][c:4]([CH2:25][OH:26])[cH:5][cH:6][c:7]1[O:8][CH2:9][CH2:10][CH2:11][CH2:12][CH2:13][CH2:14][CH2:15][CH2:16][c:17]1[cH:18][cH:19][c:20]([O:23][CH3:24])[cH:21][cH:22]1.[C:32]([CH:33]=[CH2:34])(=[O:35])[O:36][C:37]([CH3:38])([CH3:39])[CH3:40].[CH2:48]([N+:49]([CH2:50][CH2:51][CH2:52][CH3:53])([CH2:54][CH2:55][CH2:56][CH3:57])[CH2:58][CH2:59][CH2:60][CH3:61])[CH2:62][CH2:63][CH3:64].[CH3:28][C:29](=[O:30])[O-:31].[Cl:65][CH2:66][Cl:67].[I-:47].[K+:27].[O:41]=[CH:42][N:43]([CH3:44])[CH3:45].[OH2:46]>>[c:2]1([CH:34]=[CH:33][C:32](=[O:35])[O:36][C:37]([CH3:38])([CH3:39])[CH3:40])[n:3][c:4]([CH2:25][OH:26])[cH:5][cH:6][c:7]1[O:8][CH2:9][CH2:10][CH2:11][CH2:12][CH2:13][CH2:14][CH2:15][CH2:16][c:17]1[cH:18][cH:19][c:20]([O:23][CH3:24])[cH:21][cH:22]1. The product is COc1ccc(CCCCCCCCOc2ccc(CO)nc2C=CC(=O)OC(C)(C)C)cc1. Reactants: ClCC=1N=C(OC1C)C=1OC=CC1 (4-chloromethyl-2-(furan-2-yl)-5-methyloxazole), OC1=CC=C(C=C1)CCCC#N (4-(4hydroxyphenyl)butyronitrile). Product: O1C(=CC=C1)C=1OC(=C(N1)COC1=CC=C(C=C1)CCCC#N)C (4-[4-[2-(furan-2yl)-5-methyl-4-oxazolylmethoxy]phenyl]butyronitrile). Reaction SMILES: Cl[CH2:2][C:3]1[N:4]=[C:5]([C:9]2[O:10][CH:11]=[CH:12][CH:13]=2)[O:6][C:7]=1[CH3:8].[OH:14][C:15]1[CH:20]=[CH:19][C:18]([CH2:21][CH2:22][CH2:23][C:24]#[N:25])=[CH:17][CH:16]=1>>[O:10]1[CH:11]=[CH:12][CH:13]=[C:9]1[C:5]1[O:6][C:7]([CH3:8])=[C:3]([CH2:2][O:14][C:15]2[CH:16]=[CH:17][C:18]([CH2:21][CH2:22][CH2:23][C:24]#[N:25])=[CH:19][CH:20]=2)[N:4]=1. Reported procedure: According to the method described for Reference Example 45, 4-chloromethyl-2-(furan-2-yl)-5-methyloxazole was allowed to react with 4-(4hydroxyphenyl)butyronitrile to give 4-[4-[2-(furan-2yl)-5-methyl-4-oxazolylmethoxy]phenyl]butyronitrile as an oily product. NMR(δ ppm in CDCl3): 1.85-2.05(2H,m), 2.31(2H,t,J=7Hz), 2.42(3H,s), 2.72(2H,t,J=7.5Hz), 4.97(2H,s), 6.52(1H,dd,J=3.5&2Hz), 6.9-7.0(3H,m), 7.10(2H,d,J=9Hz), 7.53(1H,dd,J=2&1Hz). The reactants are C(#N)CNC(=O)[C@H]1[C@H](CCCC1)NC(=O)C=1N(C2=CC(=CC=C2C1)Cl)CCCO (6-Chloro-1-(3-hydroxy-propyl)-1H-indole-2-carboxylic acid [(1S,2R)-2-(cyanomethyl carbamoyl)-cyclohexyl]-amide), C1(=CC=CC=C1)P(C1=CC=CC=C1)C1=CC=CC=C1 (triphenylphosphine), BrN1C(CCC1=O)=O (N-bromosuccinimide), CS(=O)[O-].[Na+] (sodium methane sulfinate), [I-].[Na+] (sodium iodide). Run in CN(C)C=O (DMF). Conditions: time 30 minute. Product: C(#N)CNC(=O)[C@H]1[C@H](CCCC1)NC(=O)C=1N(C2=CC(=CC=C2C1)Cl)CCCS(=O)(=O)C (6-chloro-1-(3-methanesulfonyl-propyl)-1H-indole-2-carboxylic acid [(1S,2R)-2-(cyanomethyl-carbamoyl)-cyclohexyl]-amide). The yield is 29.0%. Reaction SMILES: [C:1]([CH2:3][NH:4][C:5]([C@@H:7]1[CH2:12][CH2:11][CH2:10][CH2:9][C@@H:8]1[NH:13][C:14]([C:16]1[N:17]([CH2:26][CH2:27][CH2:28]O)[C:18]2[C:23]([CH:24]=1)=[CH:22][CH:21]=[C:20]([Cl:25])[CH:19]=2)=[O:15])=[O:6])#[N:2].C1(P(C2C=CC=CC=2)C2C=CC=CC=2)C=CC=CC=1.BrN1C(=O)CCC1=O.[CH3:57][S:58]([O-:60])=[O:59].[Na+].[I-].[Na+]>CN(C=O)C>[C:1]([CH2:3][NH:4][C:5]([C@@H:7]1[CH2:12][CH2:11][CH2:10][CH2:9][C@@H:8]1[NH:13][C:14]([C:16]1[N:17]([CH2:26][CH2:27][CH2:28][S:58]([CH3:57])(=[O:60])=[O:59])[C:18]2[C:23]([CH:24]=1)=[CH:22][CH:21]=[C:20]([Cl:25])[CH:19]=2)=[O:15])=[O:6])#[N:2] |f:3.4,5.6|. Procedure details: To 150 mg (0.36 mmol) of 6-Chloro-1-(3-hydroxy-propyl)-1H-indole-2-carboxylic acid [(1S,2R)-2-(cyanomethyl-carbamoyl)-cyclohexyl]-amide (from Example 45) dissolved in 5 mL DMF was added 151 mg (0.58 mmol) triphenylphosphine. At 0° C., N-bromosuccinimide (104 mg, 0.58 mmol) was added in portions. After stirring at room temperature for 30 minutes, sodium methane sulfinate (88 mg, 0.73 mmol) and sodium iodide (6 mg, 0.036 mmol) were added in portions. The reaction mixture was then stirred at 70° C.... Starting materials: OB(O)c1ccc(C(F)(F)F)cc1 (effective_coupling_partner), COC(=O)Oc2ccc1ccccc1c2 (substrate). Reagents/catalysts: dcypf. Run at temperature 60 celsius, time 48 hour. The product is FC(F)(F)c3ccc(c2ccc1ccccc1c2)cc3.